Task: describe an organic reaction: reactants, conditions, products, and yield. Dataset: the Open Reaction Database (ORD), a public repository of structured organic reaction records Starting materials: COCOC=1C=CC(=C(C1)CC#N)OCC1=CC=C(C=C1)OCC=1N=C(OC1C)C1=CC=CC=C1 (2-[5-methoxymethoxy-2-[4-[(5-methyl-2-phenyl-4-oxazolyl)methoxy]benzyloxy]phenyl]acetonitrile), S(O)(O)(=O)=O (sulfuric acid), O1CCCC1 (tetrahydrofuran). Run in O (Water). Product: OC=1C=CC(=C(C1)CC#N)OCC1=CC=C(C=C1)OCC=1N=C(OC1C)C1=CC=CC=C1 (2-[5-hydroxy-2-[4-[(5-methyl-2-phenyl-4-oxazolyl)methoxy]benzyloxy]phenyl]acetonitrile). Isolated yield 68.1%. Reaction SMILES: COC[O:4][C:5]1[CH:6]=[CH:7][C:8]([O:14][CH2:15][C:16]2[CH:21]=[CH:20][C:19]([O:22][CH2:23][C:24]3[N:25]=[C:26]([C:30]4[CH:35]=[CH:34][CH:33]=[CH:32][CH:31]=4)[O:27][C:28]=3[CH3:29])=[CH:18][CH:17]=2)=[C:9]([CH2:11][C:12]#[N:13])[CH:10]=1.S(=O)(=O)(O)O.O1CCCC1>O>[OH:4][C:5]1[CH:6]=[CH:7][C:8]([O:14][CH2:15][C:16]2[CH:17]=[CH:18][C:19]([O:22][CH2:23][C:24]3[N:25]=[C:26]([C:30]4[CH:31]=[CH:32][CH:33]=[CH:34][CH:35]=4)[O:27][C:28]=3[CH3:29])=[CH:20][CH:21]=2)=[C:9]([CH2:11][C:12]#[N:13])[CH:10]=1. Procedure: A mixture of 2-[5-methoxymethoxy-2-[4-[(5-methyl-2-phenyl-4-oxazolyl)methoxy]benzyloxy]phenyl]acetonitrile (1.83 g), 10% sulfuric acid (5 mL) and tetrahydrofuran (50 mL) was heated under reflux for 3 hrs. Water was added to the reaction mixture and the mixture was extracted with ethyl acetate. The organic layer was washed successively with saturated aqueous sodium hydrogencarbonate and saturated brine, dried over anhydrous magnesium sulfate, and concentrated to give crystals (1.13 g, 68%) of 2-[... Starting materials: C1CCOC1, C1CCOC1, CC1(C)CNC(=O)c2cc3ccc(C(=O)O)cc3n21, O=C(Cl)C(=O)Cl, ClCCl, Nc1nccs1, CN(C)C=O, Cc1cccc(C)n1. Yields the product CC1(C)CNC(=O)c2cc3ccc(C(=O)Nc4nccs4)cc3n21. RXN SMILES: [CH2:40]1[O:41][CH2:42][CH2:43][CH2:44]1.[CH2:53]1[O:54][CH2:55][CH2:56][CH2:57]1.[CH3:1][C:2]1([CH3:19])[CH2:3][NH:4][C:5](=[O:18])[c:6]2[n:7]1[c:8]1[cH:9][c:10]([C:15](=[O:16])[OH:17])[cH:11][cH:12][c:13]1[cH:14]2.[Cl:20][C:21]([C:22]([Cl:23])=[O:24])=[O:25].[Cl:50][CH2:51][Cl:52].[NH2:26][c:27]1[s:28][cH:29][cH:30][n:31]1.[O:45]=[CH:46][N:47]([CH3:48])[CH3:49].[n:32]1[c:33]([CH3:34])[cH:35][cH:36][cH:37][c:38]1[CH3:39]>>[CH3:1][C:2]1([CH3:19])[CH2:3][NH:4][C:5](=[O:18])[c:6]2[n:7]1[c:8]1[cH:9][c:10]([C:15](=[O:16])[NH:26][c:27]3[s:28][cH:29][cH:30][n:31]3)[cH:11][cH:12][c:13]1[cH:14]2. As a reaction SMILES: [CH3:12][N:13]([CH3:14])[CH2:15][CH2:16][CH2:17][N:18]=[C:19]=[N:20][CH2:21][CH3:22].[Cl:29][c:30]1[cH:31][c:32]([C:36](=[O:37])[OH:38])[n:33][cH:34][cH:35]1.[Cl:40][CH2:41][Cl:42].[ClH:11].[F:23][C:24]([CH2:25][NH2:26])([F:27])[F:28].[OH2:39].[OH:1][n:2]1[c:3]2[cH:4][cH:5][cH:6][cH:7][c:8]2[n:9][n:10]1>>[F:23][C:24]([CH2:25][NH:26][C:36]([c:32]1[cH:31][c:30]([Cl:29])[cH:35][cH:34][n:33]1)=[O:37])([F:27])[F:28]. The product is O=C(NCC(F)(F)F)c1cc(Cl)ccn1. Reactants: CCN=C=NCCCN(C)C, O=C(O)c1cc(Cl)ccn1, ClCCl, Cl, NCC(F)(F)F, O, On1nnc2ccccc21. Reactants: CC(=O)C.OS(=O)(=O)O.O=[Cr](=O)=O (Jones' reagent), OCCCCCCCC1C(CCC1C=CC(C(CCCC)CC)=O)O (2-(7-hydroxyheptyl)-3-(4-ethyl-3-oxo-1-octenyl)cyclopentanol). The reagents and catalysts are reagent, [Cr] (chromium). Solvent: CC(=O)C (acetone), O (water). Reaction conditions: time 1 hour. The product is O=C1C(C(CC1)C=CC(C(CCCC)CC)=O)CCCCCCC(=O)O (7-[2-oxo-5-(4-ethyl-3-oxo- 1-octenyl)cyclopentyl]-heptanoic acid). As a reaction SMILES: CC(C)=[O:3].OS(O)(=O)=O.O=[Cr](=O)=O.[OH:14][CH2:15][CH2:16][CH2:17][CH2:18][CH2:19][CH2:20][CH2:21][CH:22]1[CH:26]([CH:27]=[CH:28][C:29](=[O:37])[CH:30]([CH2:35][CH3:36])[CH2:31][CH2:32][CH2:33][CH3:34])[CH2:25][CH2:24][CH:23]1[OH:38]>CC(C)=O.O.[Cr]>[O:38]=[C:23]1[CH2:24][CH2:25][CH:26]([CH:27]=[CH:28][C:29](=[O:37])[CH:30]([CH2:35][CH3:36])[CH2:31][CH2:32][CH2:33][CH3:34])[CH:22]1[CH2:21][CH2:20][CH2:19][CH2:18][CH2:17][CH2:16][C:15]([OH:3])=[O:14] |f:0.1.2|. Reported procedure: 8N Jones' reagent (0.4 ml.) was added to a stirred solution of 2-(7-hydroxyheptyl)-3-(4-ethyl-3-oxo-1-octenyl)cyclopentanol (0.42 g.) in acetone (4 ml.) at below 20°C. at such a rate that the deep red coloration caused by the addition of one drop of reagent had changed to green before addition of the next drop. The reaction mixture was diluted with sufficient water to dissolve the precipitated chromium salts and then extracted three times with diethyl ether. The combined ether extracts were wash... Reactants: ClC1=CC(=C(C=C1[N+](=O)[O-])N1C=2N(C(=CC1=O)C(F)(F)F)C=CN2)F (8-(4-chloro-2-fluoro-5-nitrophenyl)-7,8-dihydro-5-trifluoromethylimidazo[1,2-a]pyrimidin-7-one), C(C)(=O)OCC (ethyl acetate), C(C)(=O)O (acetic acid). The reagents and catalysts are [Fe] (iron). Solvent: O (water). Yields the product NC=1C(=CC(=C(C1)N1C=2N(C(=CC1=O)C(F)(F)F)C=CN2)F)Cl (8-(5-amino-4-chloro-2-fluorophenyl)-7,8-dihydro-5-trifluoromethylimidazo[1,2-a]pyrimidin-7-one). RXN SMILES: [Cl:1][C:2]1[C:7]([N+:8]([O-])=O)=[CH:6][C:5]([N:11]2[C:16](=[O:17])[CH:15]=[C:14]([C:18]([F:21])([F:20])[F:19])[N:13]3[CH:22]=[CH:23][N:24]=[C:12]23)=[C:4]([F:25])[CH:3]=1.C(OCC)(=O)C.C(O)(=O)C>[Fe].O>[NH2:8][C:7]1[C:2]([Cl:1])=[CH:3][C:4]([F:25])=[C:5]([N:11]2[C:16](=[O:17])[CH:15]=[C:14]([C:18]([F:21])([F:20])[F:19])[N:13]3[CH:22]=[CH:23][N:24]=[C:12]23)[CH:6]=1. Procedure: A mixture of 8-(4-chloro-2-fluoro-5-nitrophenyl)-7,8-dihydro-5-trifluoromethylimidazo[1,2-a]pyrimidin-7-one (0.6 g), ethyl acetate (5 ml), acetic acid (2 ml) and water (10 ml) was added with iron powder (0.5 g) and heated to reflux for 3 hours. The mixture was filtered through Celite and the thus obtained solid was washed with hot ethyl acetate. The organic layer was separated from the filtrate and the washing, and dried on anhydrous magnesium sulfate after washing with water. The solvent was di... Starting materials: CC(=O)O, Cc1ccc(C=O)cc1, CCO, C[N+](=O)[O-], [Na+], [OH-]. Product: Cc1ccc(C(O)C[N+](=O)[O-])cc1. As a reaction SMILES: [CH3:16][C:17](=[O:18])[OH:19].[CH3:1][c:2]1[cH:3][cH:4][c:5]([CH:6]=[O:7])[cH:8][cH:9]1.[CH3:20][CH2:21][OH:22].[N+:10](=[O:11])([O-:12])[CH3:13].[Na+:15].[OH-:14]>>[CH3:1][c:2]1[cH:3][cH:4][c:5]([CH:6]([OH:7])[CH2:13][N+:10](=[O:11])[O-:12])[cH:8][cH:9]1.